Dataset: the Open Reaction Database (ORD), a public repository of structured organic reaction records. Task: describe an organic reaction: reactants, conditions, products, and yield Starting materials: EtOAc hexanes, C(CCC1=CC=CC=C1)=O (Hydrocinnamaldehyde), C1(C=2C(C(N1)=O)=CC=CC2)=O.NC2NCCC1(CCCCC21C)C2=CC(=CC=C2)OC (Amino-4a-(3-methoxyphenyl)-8a-methyloctahydroisoquinoline Phthalimide), ClCCCl (1,2-dichloroethane), C(C)(=O)O[BH-](OC(C)=O)OC(C)=O.[Na+] (sodium triacetoxyborohydride). Run at time 3 hour. Product: C1(C=2C(C(N1)=O)=CC=CC2)=O.C2(=CC=CC=C2)CCCN2CC1(CCC(CC1(CC2)C2=CC(=CC=C2)OC)N)C (N-(3-Phenylpropyl)-6-amino-4a-(3-methoxyphenyl)-8a-methyloctahydro-isoquinoline Phthalimide). The yield is 87.0%. As a reaction SMILES: [CH:1](=O)[CH2:2][CH2:3][C:4]1[CH:9]=[CH:8][CH:7]=[CH:6][CH:5]=1.[C:11]1(=[O:21])[NH:15][C:14](=[O:16])[C:13]2=[CH:17][CH:18]=[CH:19][CH:20]=[C:12]12.N[CH:23]1C2(C)[C:27]([C:34]3[CH:39]=[CH:38][CH:37]=[C:36]([O:40][CH3:41])[CH:35]=3)([CH2:28][CH2:29][CH2:30][CH2:31]2)[CH2:26][CH2:25][NH:24]1.C(O[BH-](OC(=O)C)OC(=O)C)(=O)C.[Na+].Cl[CH2:57][CH2:58]Cl>>[C:11]1(=[O:21])[NH:15][C:14](=[O:16])[C:13]2=[CH:17][CH:18]=[CH:19][CH:20]=[C:12]12.[C:4]1([CH2:3][CH2:2][CH2:1][N:24]2[CH2:25][CH2:26][C:27]3([C:34]4[CH:39]=[CH:38][CH:37]=[C:36]([O:40][CH3:41])[CH:35]=4)[C:57]([CH3:58])([CH2:31][CH2:30][CH:29]([NH2:15])[CH2:28]3)[CH2:23]2)[CH:9]=[CH:8][CH:7]=[CH:6][CH:5]=1 |f:1.2,3.4,6.7|. Reported procedure: Hydrocinnamaldehyde (0.65 mL, 0.0049 mol) and compound 22 (2.00 g, 0.0049 mol) were mixed in anhydrous 1,2-dichloroethane (50 mL) and then treated with sodium triacetoxyborohydride (1.57 g, 0.0074 mol). The reaction mixture remains cloudy throughout the reaction. The mixture was stirred at room temperature under N2 atmosphere for 3 h. Reaction was monitored by TLC (20% EtOAc/hexanes; neutral Al2O3 Brockman activity II-III). After completion, the reaction mixture was quenched by adding saturated ... Reactants: CC1(C2=C(C(=CC=C2)P(C3=CC=CC=C3)C4=CC=CC=C4)OC5=C(C=CC=C51)P(C6=CC=CC=C6)C7=CC=CC=C7)C (XantPhos), CC=1C=C(N)C=C(C1)C1=CN=CS1 (3-methyl-5-(1,3-thiazol-5-yl)aniline), C([O-])([O-])=O.[Cs+].[Cs+] (cesium carbonate), ClC1=NC=CC(=N1)C1CC1 (2-chloro-4-cyclopropylpyrimidine), ClC1=NC=CC(=N1)C1CC1 (2-chloro-4-cyclopropylpyrimidine). Reagents/catalysts: C(C)(=O)[O-].[Pd+2].C(C)(=O)[O-] (palladium(II) acetate). Solvent: O1CCOCC1 (dioxane). Conditions: temperature 100 celsius. Yields the product C1(CC1)C1=NC(=NC=C1)NC1=CC(=CC(=C1)C1=CN=CS1)C (4-cyclopropyl-N-[3-methyl-5-(1,3-thiazol-5-yl)phenyl]pyrimidin-2-amine). Isolated yield 74.5%. Reaction SMILES: [CH3:1][C:2]1[CH:3]=[C:4]([CH:6]=[C:7]([C:9]2[S:13][CH:12]=[N:11][CH:10]=2)[CH:8]=1)[NH2:5].C(=O)([O-])[O-].[Cs+].[Cs+].Cl[C:21]1[N:26]=[C:25]([CH:27]2[CH2:29][CH2:28]2)[CH:24]=[CH:23][N:22]=1.CC1(C)C2C(=C(P(C3C=CC=CC=3)C3C=CC=CC=3)C=CC=2)OC2C(P(C3C=CC=CC=3)C3C=CC=CC=3)=CC=CC1=2>C([O-])(=O)C.[Pd+2].C([O-])(=O)C.O1CCOCC1>[CH:27]1([C:25]2[CH:24]=[CH:23][N:22]=[C:21]([NH:5][C:4]3[CH:6]=[C:7]([C:9]4[S:13][CH:12]=[N:11][CH:10]=4)[CH:8]=[C:2]([CH3:1])[CH:3]=3)[N:26]=2)[CH2:29][CH2:28]1 |f:1.2.3,6.7.8|. Procedure: A 20 mL microwave vial was charged with 3-methyl-5-(1,3-thiazol-5-yl)aniline (500 mg, 2.63 mmol), cesium carbonate (2.99 g, 9.20 mmol), 2-chloro-4-cyclopropylpyrimidine (INTERMEDIATE 29, 406 mg, 2.63 mmol), and dioxane (10.4 mL). The system was purged and flushed with argon (3×) before adding XantPhos (228 mg, 0.394 mmol) and palladium(II) acetate (59 mg, 0.263 mmol). The system was then purged and flushed with argon (3×) before sealing and heating to 100° C. for 2 h. Upon completion the mixture... Conditions: time 17 hour. The reactants are N1CCOCC1 (morpholine), ON1N=NC2=C1C=CC=C2 (1-hydroxybenzotriazole), Cl.C(C)N=C=NCCCN(C)C (1-ethyl-3-(3-dimethylaminopropyl)carbodiimide hydrochloride), C(=O)(O)C=1C=CC2=C(C(=C(O2)C(=O)NC2=NC=C(C=C2)Cl)NC(=O)[C@@H]2CC[C@H](CC2)N2C(CCC2)=O)C1 (Trans-5-carboxy-3-[4-(2-oxopyrrolidin-1-yl)-cyclohexylcarbonylamino]-N-(5-chloropyridin-2-yl)benzofuran-2-carboxamide), ice water. Isolated yield 85.7%. Reported procedure: Trans-5-carboxy-3-[4-(2-oxopyrrolidin-1-yl)cyclohexylcarbonylamino]-N-(5-chloropyridin-2-yl)benzofuran-2-carboxamide (830 mg) obtained in Example 77 is suspended in N,N-dimethylformamide-pyridine (1:1, 30 ml), and thereto are added successively morpholine (196 mg), 1-hydroxybenzotriazole (406 mg) and 1-ethyl-3-(3-dimethylaminopropyl)carbodiimide hydrochloride (576 mg) under ice-cooling, and the mixture is stirred at room temperature for 17 hours. To the reaction solution are poured ice-water and... Product: N1(CCOCC1)C(=O)C=1C=CC2=C(C(=C(O2)C(=O)NC2=NC=C(C=C2)Cl)NC(=O)[C@@H]2CC[C@H](CC2)N2C(CCC2)=O)C1 (Trans-5-(morpholin-4-ylcarbonyl)-3-[4-(2-oxopyrrolidin-1-yl)cyclohexylcarbonylamino]-N-(5-chloropyridin-2-yl)benzofuran-2-carboxamide). RXN SMILES: [C:1]([C:4]1[CH:5]=[CH:6][C:7]2[O:11][C:10]([C:12]([NH:14][C:15]3[CH:20]=[CH:19][C:18]([Cl:21])=[CH:17][N:16]=3)=[O:13])=[C:9]([NH:22][C:23]([C@H:25]3[CH2:30][CH2:29][C@H:28]([N:31]4[CH2:35][CH2:34][CH2:33][C:32]4=[O:36])[CH2:27][CH2:26]3)=[O:24])[C:8]=2[CH:37]=1)(O)=[O:2].[NH:38]1[CH2:43][CH2:42][O:41][CH2:40][CH2:39]1.ON1C2C=CC=CC=2N=N1.Cl.C(N=C=NCCCN(C)C)C>CN(C)C=O.N1C=CC=CC=1>[N:38]1([C:1]([C:4]2[CH:5]=[CH:6][C:7]3[O:11][C:10]([C:12]([NH:14][C:15]4[CH:20]=[CH:19][C:18]([Cl:21])=[CH:17][N:16]=4)=[O:13])=[C:9]([NH:22][C:23]([C@H:25]4[CH2:26][CH2:27][C@H:28]([N:31]5[CH2:35][CH2:34][CH2:33][C:32]5=[O:36])[CH2:29][CH2:30]4)=[O:24])[C:8]=3[CH:37]=2)=[O:2])[CH2:43][CH2:42][O:41][CH2:40][CH2:39]1 |f:3.4,5.6|. The solvent is CN(C=O)C.N1=CC=CC=C1 (N,N-dimethylformamide pyridine). The reactants are Cl (hydrochloric acid), OC1=C(C=O)C=CC=C1 (2-hydroxybenzaldehyde), BrC(C(=O)OC(C1=CC=CC=C1)C1=CC=CC=C1)CCC (diphenylmethyl 2-bromopentanoate), C([O-])([O-])=O.[K+].[K+] (potassium carbonate). Run in CS(=O)C (dimethylsulfoxide), O (water). Conditions: time 5 hour. Yields the product C(=O)C1=C(OC(C(=O)OC(C2=CC=CC=C2)C2=CC=CC=C2)CCC)C=CC=C1 (diphenylmethyl 2-(2-formylphenoxy)-pentanoate). Yield: 103.6%. RXN SMILES: [OH:1][C:2]1[CH:9]=[CH:8][CH:7]=[CH:6][C:3]=1[CH:4]=[O:5].Br[CH:11]([CH2:28][CH2:29][CH3:30])[C:12]([O:14][CH:15]([C:22]1[CH:27]=[CH:26][CH:25]=[CH:24][CH:23]=1)[C:16]1[CH:21]=[CH:20][CH:19]=[CH:18][CH:17]=1)=[O:13].C(=O)([O-])[O-].[K+].[K+].Cl>CS(C)=O.O>[CH:4]([C:3]1[CH:6]=[CH:7][CH:8]=[CH:9][C:2]=1[O:1][CH:11]([CH2:28][CH2:29][CH3:30])[C:12]([O:14][CH:15]([C:22]1[CH:27]=[CH:26][CH:25]=[CH:24][CH:23]=1)[C:16]1[CH:21]=[CH:20][CH:19]=[CH:18][CH:17]=1)=[O:13])=[O:5] |f:2.3.4|. Procedure details: A mixture of 2-hydroxybenzaldehyde (2.44 g), diphenylmethyl 2-bromopentanoate (7.26 g), and potassium carbonate (3.45 g) in dimethylsulfoxide (20 ml) was stirred at room temperature for 5 hours. The mixture was diluted with water, neutralized with 1N hydrochloric acid, and was extracted with ethyl acetate. The organic layer was separated, washed with brine, dried over magnesium sulfate, and concentrated to give diphenylmethyl 2-(2-formylphenoxy)-pentanoate (8.04 g). The reactants are CC(=O)c1csc(-c2ccc(Br)cc2)c1O, COC(=O)C1CCN(C(=S)NN)CC1. Yields the product COC(=O)C1CCN(C(=S)NN=C(C)c2csc(-c3ccc(Br)cc3)c2O)CC1. Reaction SMILES: [Br:1][c:2]1[cH:3][cH:4][c:5](-[c:8]2[c:9]([OH:16])[c:10]([C:13]([CH3:14])=[O:15])[cH:11][s:12]2)[cH:6][cH:7]1.[NH:17]([NH2:18])[C:19](=[S:20])[N:21]1[CH2:22][CH2:23][CH:24]([C:27](=[O:28])[O:29][CH3:30])[CH2:25][CH2:26]1>>[Br:1][c:2]1[cH:3][cH:4][c:5](-[c:8]2[c:9]([OH:16])[c:10]([C:13]([CH3:14])=[N:18][NH:17][C:19](=[S:20])[N:21]3[CH2:22][CH2:23][CH:24]([C:27](=[O:28])[O:29][CH3:30])[CH2:25][CH2:26]3)[cH:11][s:12]2)[cH:6][cH:7]1.